From a dataset of the Open Reaction Database (ORD), a public repository of structured organic reaction records. describe an organic reaction: reactants, conditions, products, and yield The reactants are ClC=1C=CC(=C(C=O)C1)F (5-chloro-2-fluorobenzaldehyde), N=1N=CNC1 (4H-1,2,4-triazole), C(=O)([O-])[O-].[Cs+].[Cs+] (Cs2CO3), CS(=O)C (DMSO). Solvent: CCOC(=O)C (EtOAc). Reaction conditions: temperature 45 celsius. Yields the product ClC=1C=CC(=C(C=O)C1)N1N=CN=C1 (5-Chloro-2-(1H-1,2,4-triazol-1-yl)benzaldehyde), product. The yield is 41.0%. Reaction SMILES: [Cl:1][C:2]1[CH:3]=[CH:4][C:5](F)=[C:6]([CH:9]=1)[CH:7]=[O:8].[N:11]1[N:12]=[CH:13][NH:14][CH:15]=1.C([O-])([O-])=O.[Cs+].[Cs+].CS(C)=O>CCOC(C)=O>[Cl:1][C:2]1[CH:3]=[CH:4][C:5]([N:11]2[CH:15]=[N:14][CH:13]=[N:12]2)=[C:6]([CH:9]=1)[CH:7]=[O:8] |f:2.3.4|. Reported procedure: To a reaction vessel was added 5-chloro-2-fluorobenzaldehyde (1.29 g, 7.89 mmol), 4H-1,2,4-triazole (0.574 g, 7.89 mmol), Cs2CO3 (2.83 g, 8.68 mmol) and DMSO (15.78 ml). The mixture was capped and heated at 45° C. for 4 hrs before cooling down to rt and stirred at rt over weekend. The reaction mixture was diluted with EtOAc, washed with water and brine, dried over MgSO4, filtered, concentrated and purified by flash chromatography to yield 71A as white solid product (674 mg, 41%). 1H NMR (500 MHz... Starting materials: C1(=CC=CC=C1)[As](C1=CC=CC=C1)C1=CC=CC=C1 (triphenylarsine), C(CCC)[Sn](C=1SC=CC1)(CCCC)CCCC (2-(tributylstannyl)thiophene), C(CCCCC)N1C(C2C(C2C1)(C)C1=CC(=CC=C1)I)=O (3-hexyl-6-(3-iodophenyl)-6-methyl-3-azabicyclo[3.1.0]hexan-2-one). Reagents/catalysts: C=1C=CC(=CC1)/C=C/C(=O)/C=C/C2=CC=CC=C2.C=1C=CC(=CC1)/C=C/C(=O)/C=C/C2=CC=CC=C2.C=1C=CC(=CC1)/C=C/C(=O)/C=C/C2=CC=CC=C2.[Pd].[Pd] (tris(dibenzylideneacetone)dipalladium). The solvent is O1CCCC1 (tetrahydrofuran), O1CCCC1 (tetrahydrofuran). Reaction conditions: time 5 minute. The product is C(CCCCC)N1C(C2C(C2C1)(C1=CC(=CC=C1)C=1SC=CC1)C)=O (3-Hexyl-6-methyl-6-[3-(2-thienyl)phenyl]-3-azabicyclo[3.1.0]hexan-2-one). Yield: 101.2%. As a reaction SMILES: C1([As](C2C=CC=CC=2)C2C=CC=CC=2)C=CC=CC=1.C([Sn](CCCC)(CCCC)[C:25]1[S:26][CH:27]=[CH:28][CH:29]=1)CCC.[CH2:38]([N:44]1[CH2:49][CH:48]2[CH:46]([C:47]2([C:51]2[CH:56]=[CH:55][CH:54]=[C:53](I)[CH:52]=2)[CH3:50])[C:45]1=[O:58])[CH2:39][CH2:40][CH2:41][CH2:42][CH3:43]>O1CCCC1.C1C=CC(/C=C/C(/C=C/C2C=CC=CC=2)=O)=CC=1.C1C=CC(/C=C/C(/C=C/C2C=CC=CC=2)=O)=CC=1.C1C=CC(/C=C/C(/C=C/C2C=CC=CC=2)=O)=CC=1.[Pd].[Pd]>[CH2:38]([N:44]1[CH2:49][CH:48]2[CH:46]([C:47]2([CH3:50])[C:51]2[CH:56]=[CH:55][CH:54]=[C:53]([C:25]3[S:26][CH:27]=[CH:28][CH:29]=3)[CH:52]=2)[C:45]1=[O:58])[CH2:39][CH2:40][CH2:41][CH2:42][CH3:43] |f:4.5.6.7.8|. Reported procedure: To tris(dibenzylideneacetone)dipalladium (0) (4.5 mg, 4.91 lmol) in tetrahydrofuran (1 ml) at room temperature was added triphenylarsine (5.9 mg, 19.2 μmol). After 5 min, 2-(tributylstannyl)thiophene (0.10 g, 0.27 mmol) in tetrahydrofuiran (1 ml) was added followed by 3-hexyl-6-(3-iodophenyl)-6-methyl-3-azabicyclo[3.1.0]hexan-2-one (Preparation 67, 78 mg, 0.19 mmol) in tetrahydrofuran (1 ml). The reaction mixture was stirred at room temperature for 16 h and then refluxed for 2 h. The cooled reac... The reactants are O=C([O-])[O-], CC#N, O=[N+]([O-])c1cc(O)c(Cl)cc1F, [K+], [K+], Cc1ccc(S(=O)(=O)OC2CCCC2)cc1. Product: O=[N+]([O-])c1cc(OC2CCCC2)c(Cl)cc1F. RXN SMILES: [C:13](=[O:14])([O-:15])[O-:16].[CH3:35][C:36]#[N:37].[F:1][c:2]1[c:3]([N+:10](=[O:11])[O-:12])[cH:4][c:5]([OH:9])[c:6]([Cl:8])[cH:7]1.[K+:17].[K+:18].[c:19]1([CH3:20])[cH:21][cH:22][c:23]([S:24]([O:25][CH:29]2[CH2:30][CH2:31][CH2:32][CH2:33]2)(=[O:26])=[O:27])[cH:28][cH:34]1>>[F:1][c:2]1[c:3]([N+:10](=[O:11])[O-:12])[cH:4][c:5]([O:9][CH:29]2[CH2:30][CH2:31][CH2:32][CH2:33]2)[c:6]([Cl:8])[cH:7]1. The reactants are C(C)C1=CC=2C3=C(NC2C=C1)CCN(C3)C (8-ethyl-2,3,4,5-tetrahydro-2-methyl-1H-pyrido[4,3-b]indole), FC(C1=C(C=NC=C1)C=C)(F)F (4-(trifluoromethyl)-3-vinylpyridine), [OH-].[K+] (KOH). Run in CN1CCCC1=O (NMP). The product is C(C)C1=CC=2C3=C(N(C2C=C1)CCC=1C=NC=CC1C(F)(F)F)CCN(C3)C (8-ethyl-5-(2-(4-(trifluoromethyl)pyridin-3-yl)ethyl)-2,3,4,5-tetrahydro-2-methyl-1H-pyrido[4,3-b]indole). As a reaction SMILES: [CH2:1]([C:3]1[CH:11]=[CH:10][C:9]2[NH:8][C:7]3[CH2:12][CH2:13][N:14]([CH3:16])[CH2:15][C:6]=3[C:5]=2[CH:4]=1)[CH3:2].[F:17][C:18]([F:28])([F:27])[C:19]1[CH:24]=[CH:23][N:22]=[CH:21][C:20]=1[CH:25]=[CH2:26].[OH-].[K+]>CN1C(=O)CCC1>[CH2:1]([C:3]1[CH:11]=[CH:10][C:9]2[N:8]([CH2:26][CH2:25][C:20]3[CH:21]=[N:22][CH:23]=[CH:24][C:19]=3[C:18]([F:28])([F:17])[F:27])[C:7]3[CH2:12][CH2:13][N:14]([CH3:16])[CH2:15][C:6]=3[C:5]=2[CH:4]=1)[CH3:2] |f:2.3|. Procedure details: The title compound is prepared from a mixture of 8-ethyl-2,3,4,5-tetrahydro-2-methyl-1H-pyrido[4,3-b]indole, 4-(trifluoromethyl)-3-vinylpyridine and KOH (5-7 equiv) in NMP at a temperature ranging between 25 deg C. to 100 deg C. The product obtained is isolated by preparative HPLC.